This data is from the Open Reaction Database (ORD), a public repository of structured organic reaction records. The task is: describe an organic reaction: reactants, conditions, products, and yield The reactants are ClC=1C(=NC=CC1)N1N=C(C=C1C1=NC2=C(C(O1)=O)C=C(C=C2C)I)C(F)(F)F (2-[1-(3-chloro-2-pyridinyl)-3-(trifluoromethyl)-1H-pyrazol-5-yl]-6-iodo-8-methyl-4H-3,1-benzoxazin-4-one), ClC=1C(=NC=CC1)N1N=C(C=C1C1=NC2=C(C(O1)=O)C=C(C=C2C)I)C(F)(F)F (2-[1-(3-chloro-2-pyridinyl)-3-(trifluoromethyl)-1H-pyrazol-5-yl]-6-iodo-8-methyl-4H-3,1-benzoxazin-4-one), tetrakis(triphenyphosphine)palladium(0), [Cu]C#N (copper(I) cyanide), [Cu]C#N (copper(I) cyanide), tetrakis(triphenyphosphine)palladium(0). Reagents/catalysts: [Cu]I (copper(I) iodide), [Cu]I (copper(I) iodide). Solvent: O1CCCC1 (tetrahydrofuran), C(C)(=O)OCC (ethyl acetate). Run at time 1 hour. Yields the product ClC=1C(=NC=CC1)N1N=C(C=C1C1=NC2=C(C(O1)=O)C=C(C=C2C)C#N)C(F)(F)F (2-[1-(3-chloro-2-pyridinyl)-3-(trifluoromethyl)-1H-pyrazol-5-yl]-6-cyano-8-methyl-4H-3,1-benzoxazin-4-one). Reaction SMILES: [Cl:1][C:2]1[C:3]([N:8]2[C:12]([C:13]3[O:18][C:17](=[O:19])[C:16]4[CH:20]=[C:21](I)[CH:22]=[C:23]([CH3:24])[C:15]=4[N:14]=3)=[CH:11][C:10]([C:26]([F:29])([F:28])[F:27])=[N:9]2)=[N:4][CH:5]=[CH:6][CH:7]=1.[Cu][C:31]#[N:32]>O1CCCC1.C(OCC)(=O)C.[Cu]I>[Cl:1][C:2]1[C:3]([N:8]2[C:12]([C:13]3[O:18][C:17](=[O:19])[C:16]4[CH:20]=[C:21]([C:31]#[N:32])[CH:22]=[C:23]([CH3:24])[C:15]=4[N:14]=3)=[CH:11][C:10]([C:26]([F:29])([F:28])[F:27])=[N:9]2)=[N:4][CH:5]=[CH:6][CH:7]=1. Procedure details: To a solution of 2-[1-(3-chloro-2-pyridinyl)-3-(trifluoromethyl)-1H-pyrazol-5-yl]-6-iodo-8-methyl-4H-3,1-benzoxazin-4-one (i.e. the benzoxazinone product of Step D) (500 mg, 0.94 mmol) in tetrahydrofuran (10 mL) was added copper(I) iodide (180 mg, 0.094 mmol), tetrakis(triphenyphosphine)palladium(0) (5.4 mg, 0.047 mmol) and copper(I) cyanide (420 mg, 4.7 mmol) sequentially at room temperature. After heating the reaction mixture at reflux overnight, additional copper(I) cyanide (420 mg, 4.7 mmol)... Starting materials: solution, B(Br)(Br)Br (boron tribromide), C(C1=CC=CC=C1)N(C(C1=C(C=CC(=C1)N1CCN(CC1)CCC(C1=CC=CC=C1)C1=CC=CC=C1)OC)=O)C1CCCCC1 (N-Benzyl-N-cyclohexyl-5-[4-(3,3-diphenyl-1-propyl)piperazin-1-yl]-2-methoxybenzamide), O (Water), C(O)([O-])=O.[Na+] (sodium hydrogencarbonate). The solvent is ClCCl (dichloromethane), ClCCl (dichloromethane). Reaction conditions: temperature 0 celsius, time 20 minute. Yields the product C(C1=CC=CC=C1)N(C(C1=C(C=CC(=C1)N1CCN(CC1)CCC(C1=CC=CC=C1)C1=CC=CC=C1)O)=O)C1CCCCC1 (N-Benzyl-N-cyclohexyl-5-[4-(3,3-diphenyl-1-propyl)piperazin-1-yl]-2-hydroxybenzamide). Yield: 77.9%. RXN SMILES: [CH2:1]([N:8]([CH:40]1[CH2:45][CH2:44][CH2:43][CH2:42][CH2:41]1)[C:9](=[O:39])[C:10]1[CH:15]=[C:14]([N:16]2[CH2:21][CH2:20][N:19]([CH2:22][CH2:23][CH:24]([C:31]3[CH:36]=[CH:35][CH:34]=[CH:33][CH:32]=3)[C:25]3[CH:30]=[CH:29][CH:28]=[CH:27][CH:26]=3)[CH2:18][CH2:17]2)[CH:13]=[CH:12][C:11]=1[O:37]C)[C:2]1[CH:7]=[CH:6][CH:5]=[CH:4][CH:3]=1.B(Br)(Br)Br.O.C(=O)([O-])O.[Na+]>ClCCl>[CH2:1]([N:8]([CH:40]1[CH2:45][CH2:44][CH2:43][CH2:42][CH2:41]1)[C:9](=[O:39])[C:10]1[CH:15]=[C:14]([N:16]2[CH2:21][CH2:20][N:19]([CH2:22][CH2:23][CH:24]([C:25]3[CH:30]=[CH:29][CH:28]=[CH:27][CH:26]=3)[C:31]3[CH:32]=[CH:33][CH:34]=[CH:35][CH:36]=3)[CH2:18][CH2:17]2)[CH:13]=[CH:12][C:11]=1[OH:37])[C:2]1[CH:7]=[CH:6][CH:5]=[CH:4][CH:3]=1 |f:3.4|. Procedure: The compound (46 mg) prepared in Example 70 was dissolved in dichloromethane (3.8 ml). A 1 M solution (0.23 ml) of boron tribromide in dichloromethane was added to the solution at 0° C. The mixture was stirred at 0° C. for 20 min, and was then stirred at room temperature for 30 min. Water and a saturated aqueous sodium hydrogencarbonate solution were added to the reaction solution, and the mixture was extracted with dichloromethane, followed by washing with saturated brine. The organic layer was... The reactants are Cl (hydrochloric acid), [Na+].C(C)(=O)SCC(C(=O)NC=1C=C(C(=O)[O-])C=CC1)CC1=CC=C(C=C1)OC (3-[[2-Acetylthiomethyl-3-(4-methoxyphenyl)-propionyl]amino]benzoic acid sodium salt), compound, [OH-].[Na+] (sodium hydroxide). The solvent is O (water). Reaction conditions: time 1 hour. Yields the product [Na+].SCC(C(=O)NC=1C=C(C(=O)[O-])C=CC1)CC1=CC=C(C=C1)OC (3-[[2-mercaptomethyl-3-(4-methoxyphenyl)propionyl]amino]benzoic acid sodium salt). Yield: 39.0%. Reaction SMILES: [Na+:1].C([S:5][CH2:6][CH:7]([CH2:20][C:21]1[CH:26]=[CH:25][C:24]([O:27][CH3:28])=[CH:23][CH:22]=1)[C:8]([NH:10][C:11]1[CH:12]=[C:13]([CH:17]=[CH:18][CH:19]=1)[C:14]([O-:16])=[O:15])=[O:9])(=O)C.[OH-].[Na+].Cl>O>[Na+:1].[SH:5][CH2:6][CH:7]([CH2:20][C:21]1[CH:22]=[CH:23][C:24]([O:27][CH3:28])=[CH:25][CH:26]=1)[C:8]([NH:10][C:11]1[CH:12]=[C:13]([CH:17]=[CH:18][CH:19]=1)[C:14]([O-:16])=[O:15])=[O:9] |f:0.1,2.3,6.7|. Procedure details: 3-[[2-Acetylthiomethyl-3-(4-methoxyphenyl)-propionyl]amino]benzoic acid sodium salt (compound of Example 36) (2.0 g) is dissolved in water (20 ml), and the mixture is adjusted to pH 12.0 with 1 N aqueous sodium hydroxide solution under nitrogen. After reacting at room temperature for one hour, the reaction mixture is adjusted to pH 8.0 with 10% hydrochloric acid and is purified by a medium pressure column chromatography with CHP-20P (eluant, water-acetonitrile). The fractions containing the desi...